The task is: describe an organic reaction: reactants, conditions, products, and yield. This data is from the Open Reaction Database (ORD), a public repository of structured organic reaction records. Reactants: O (water), C[C@@]12C(CC[C@H]1[C@@H]1CCC3=CC(C=C[C@]3(C)[C@H]1CC2)=O)=O (androsta-1,4-diene-3,17-dione), solution, C(C)[Al](CC)CC (triethylaluminum). The reagents and catalysts are [Cu]Br (copper(I) bromide). The solvent is O1CCOCC1 (dioxane), O1CCOCC1 (dioxane), O1CCOCC1 (dioxane), CCCCCC (hexane). Reaction conditions: temperature 25 celsius. The product is C(C)[C@H]1CC(C=C2CC[C@H]3[C@@H]4CCC([C@@]4(C)CC[C@@H]3[C@@]12C)=O)=O (1α-Ethylandrost-4-ene-3,17-dione). Reaction SMILES: [CH3:1][C@:2]12[CH2:19][CH2:18][C@H:17]3[C@@H:7]([CH2:8][CH2:9][C:10]4[C@:15]3([CH3:16])[CH:14]=[CH:13][C:12](=[O:20])[CH:11]=4)[C@@H:6]1[CH2:5][CH2:4][C:3]2=[O:21].[CH2:22]([Al](CC)CC)[CH3:23].O>O1CCOCC1.CCCCCC.[Cu]Br>[CH2:22]([C@@H:14]1[C@@:15]2([CH3:16])[C:10]([CH2:9][CH2:8][C@@H:7]3[C@@H:17]2[CH2:18][CH2:19][C@@:2]2([CH3:1])[C@H:6]3[CH2:5][CH2:4][C:3]2=[O:21])=[CH:11][C:12](=[O:20])[CH2:13]1)[CH3:23]. Procedure: 2.84 g (10 mmol) of androsta-1,4-diene-3,17-dione is dissolved under nitrogen atmosphere in 20 ml of anhydrous dioxane. 143 mg (1 mmol) of copper(I) bromide is added, and the solution is heated to 25° C. Then, 10 ml (10 mmol) of a 1 molar solution of triethylaluminum in hexane is added to the reaction, so that the temperature does not rise above 30° C. Then, it is stirred for 1.5 more hours at 30° C. For hydrolysis, 1 ml of water mixed with 5 ml of dioxane is added to the reaction, and the solut... Reactants: C(C)(C)(C)OC(=O)N1[C@H](C[C@@H](C1)SC(C1=CC=CC=C1)(C1=CC=CC=C1)C1=CC=CC=C1)CO ((2R,4S)-1-t-butoxycarbonyl-4-tritylthiopyrrolidine-2-methanol), C1(=CC=CC=C1)P(C1=CC=CC=C1)C1=CC=CC=C1 (triphenylphosphin), ON1C(C=2C(C1=O)=CC=CC2)=O (N-hydroxyphthalimide), C(C)OC(=O)N=NC(=O)OCC (azodicarboxylic acid diethyl ester). The solvent is O1CCCC1 (tetrahydrofuran), C(C)(=O)OCC (ethyl acetate), ice water. Yields the product C(C)(C)(C)OC(=O)N1[C@H](C[C@@H](C1)SC(C1=CC=CC=C1)(C1=CC=CC=C1)C1=CC=CC=C1)CON1C(C=2C(C1=O)=CC=CC2)=O ((2R,4S)-1-t-butoxycarbonyl-2-phtalimidooxymethyl-4-tritylthiopyrrolidine). Yield: 96.8%. RXN SMILES: [C:1]([O:5][C:6]([N:8]1[CH2:12][C@@H:11]([S:13][C:14]([C:27]2[CH:32]=[CH:31][CH:30]=[CH:29][CH:28]=2)([C:21]2[CH:26]=[CH:25][CH:24]=[CH:23][CH:22]=2)[C:15]2[CH:20]=[CH:19][CH:18]=[CH:17][CH:16]=2)[CH2:10][C@@H:9]1[CH2:33][OH:34])=[O:7])([CH3:4])([CH3:3])[CH3:2].C1(P(C2C=CC=CC=2)C2C=CC=CC=2)C=CC=CC=1.O[N:55]1[C:59](=[O:60])[C:58]2=[CH:61][CH:62]=[CH:63][CH:64]=[C:57]2[C:56]1=[O:65].C(OC(N=NC(OCC)=O)=O)C>O1CCCC1.C(OCC)(=O)C>[C:1]([O:5][C:6]([N:8]1[CH2:12][C@@H:11]([S:13][C:14]([C:15]2[CH:20]=[CH:19][CH:18]=[CH:17][CH:16]=2)([C:27]2[CH:28]=[CH:29][CH:30]=[CH:31][CH:32]=2)[C:21]2[CH:26]=[CH:25][CH:24]=[CH:23][CH:22]=2)[CH2:10][C@@H:9]1[CH2:33][O:34][N:55]1[C:56](=[O:65])[C:57]2=[CH:64][CH:63]=[CH:62][CH:61]=[C:58]2[C:59]1=[O:60])=[O:7])([CH3:4])([CH3:3])[CH3:2]. Procedure details: To a solution of (2R,4S)-1-t-butoxycarbonyl-4-tritylthiopyrrolidine-2-methanol (2:1.37 g:2.88 mMol.) in tetrahydrofuran (8.6 ml) under ice cooling are added triphenylphosphin (892 mg: 3.40 mMol.). N-hydroxyphthalimide (705 mg: 4.32 mMol.) and azodicarboxylic acid diethyl ester (0.59 ml: 3.74 mMol.), and the mixture is stirred under ice cooling for 90 minutes. The reaction mixture is diluted with ethyl acetate (30 ml) and ice water (30 ml). The organic layer is taken, washed with water and satura... Starting materials: C(CCC)C=1NC(=C(N1)C(CC)=O)C#N (2-butyl-4-propionylimidazole-5-carbonitrile), BrCC1=CC=C(C=C1)C=1C(=CC=CC1)C(=O)OC(C)(C)C (t-butyl 4'-(bromomethyl)biphenyl-2-carboxylate), [H-].[Na+] (sodium hydride). Solvent: CN(C(C)=O)C (N,N-dimethylacetamide). Yields the product C(C)(C)(C)OC(=O)C1=C(C=CC=C1)C1=CC=C(C=C1)CN1C(=NC(=C1C#N)C(CC)=O)CCCC (1-[(2'-t-Butoxycarbonylbiphenyl-4-yl)methyl]-2-butyl-4-propionylimidazole-5-carbonitrile). Yield: 86.8%. As a reaction SMILES: [CH2:1]([C:5]1[NH:6][C:7]([C:14]#[N:15])=[C:8]([C:10](=[O:13])[CH2:11][CH3:12])[N:9]=1)[CH2:2][CH2:3][CH3:4].Br[CH2:17][C:18]1[CH:23]=[CH:22][C:21]([C:24]2[C:25]([C:30]([O:32][C:33]([CH3:36])([CH3:35])[CH3:34])=[O:31])=[CH:26][CH:27]=[CH:28][CH:29]=2)=[CH:20][CH:19]=1.[H-].[Na+]>CN(C)C(=O)C>[C:33]([O:32][C:30]([C:25]1[CH:26]=[CH:27][CH:28]=[CH:29][C:24]=1[C:21]1[CH:22]=[CH:23][C:18]([CH2:17][N:6]2[C:7]([C:14]#[N:15])=[C:8]([C:10](=[O:13])[CH2:11][CH3:12])[N:9]=[C:5]2[CH2:1][CH2:2][CH2:3][CH3:4])=[CH:19][CH:20]=1)=[O:31])([CH3:36])([CH3:35])[CH3:34] |f:2.3|. Reported procedure: Following a procedure similar to that described in Example 45(a) but using 0.923 g of 2-butyl-4-propionylimidazole-5-carbonitrile (prepared as described in Preparation 25), 1.56 g of t-butyl 4'-(bromomethyl)biphenyl-2-carboxylate and 196 mg of sodium hydride (as a 55% w/w dispersion in mineral oil) in 20 ml of N,N-dimethylacetamide, 1.84 g of the title compound were obtained as a viscous oil. Reactants: C(C)(=O)O[BH-](OC(C)=O)OC(C)=O.[Na+] (sodium triacetoxyborohydride), N1=CC=C(C=C1)C1=CC=2NC3(NC(C2S1)=O)CCNCC3 (6′-(pyridin-4-yl)-1′H-spiro[piperidine-4,2′-thieno[3,2-d]pyrimidin]-4′(3′H)-one), CN(C)C=O (DMF), CN(C)C=O (DMF). Run in C(C)=O (acetaldehyde). The product is C(C)N1CCC2(NC(C3=C(N2)C=C(S3)C3=CC=NC=C3)=O)CC1 (1-ethyl-6′-(pyridin-4-yl)-1′H-spiro[piperidine-4,2′-thieno[3,2-d]-pyrimidin]-4′(3′H)-one). Yield: 9.1%. Reaction SMILES: [N:1]1[CH:6]=[CH:5][C:4]([C:7]2[S:15][C:14]3[C:13](=[O:16])[NH:12][C:11]4([CH2:21][CH2:20][NH:19][CH2:18][CH2:17]4)[NH:10][C:9]=3[CH:8]=2)=[CH:3][CH:2]=1.CN(C=O)C.[C:27](O[BH-](OC(=O)C)OC(=O)C)(=O)[CH3:28].[Na+]>C(=O)C>[CH2:27]([N:19]1[CH2:20][CH2:21][C:11]2([NH:10][C:9]3[CH:8]=[C:7]([C:4]4[CH:5]=[CH:6][N:1]=[CH:2][CH:3]=4)[S:15][C:14]=3[C:13](=[O:16])[NH:12]2)[CH2:17][CH2:18]1)[CH3:28] |f:2.3|. Procedure: A mixture of 6′-(pyridin-4-yl)-1′H-spiro[piperidine-4,2′-thieno[3,2-d]pyrimidin]-4′(3′H)-one in DMF (0.16 M, 0.50 mL, 0.080 mmol), acetaldehyde in DMF (0.20 M, 1 mL, 0.20 mmol) and sodium triacetoxyborohydride (40 mg, 0.19 mmol) was stirred for 16 h at room temperature. The reaction mixture was extracted with EtOAc (3.5 mL) and 2% aqueous sodium hydrogen carbonate (1 mL). After evaporating the organic solvent, the crude product was chromatographed on preparative HPLC (YMC CombiPrep. Hydrosphere ... Starting materials: FC(C(C(=O)O)(O)C(F)(F)F)(F)F (2,2-bis-trifluoromethyl 2-hydroxyacetic acid), C(=O)(N1C=NC=C1)N1C=NC=C1 (1,1'-carbonyldiimidazole), NC1=CC=C(C(=O)C2=CC=CC=C2)C=C1 (4-aminobenzophenone), C(=O)=O (carbon dioxide). Run in O1CCCC1 (Tetrahydrofuran). Conditions: temperature 23 celsius, time 1.5 hour. Product: C1(=CC=CC=C1)C(=O)C1=CC=C(C=C1)NC(C(C(F)(F)F)(C(F)(F)F)O)=O (N-[4-(Phenylcarbonyl)phenyl]-3,3,3-trifluoro-2-hydroxy-2-trifluoromethyl-propanamide). As a reaction SMILES: [F:1][C:2]([F:13])([F:12])[C:3]([C:8]([F:11])([F:10])[F:9])([OH:7])[C:4](O)=[O:5].C(N1C=CN=C1)(N1C=CN=C1)=O.C(=O)=O.[NH2:29][C:30]1[CH:43]=[CH:42][C:33]([C:34]([C:36]2[CH:41]=[CH:40][CH:39]=[CH:38][CH:37]=2)=[O:35])=[CH:32][CH:31]=1>O1CCCC1>[C:36]1([C:34]([C:33]2[CH:32]=[CH:31][C:30]([NH:29][C:4](=[O:5])[C:3]([OH:7])([C:8]([F:11])([F:10])[F:9])[C:2]([F:13])([F:12])[F:1])=[CH:43][CH:42]=2)=[O:35])[CH:37]=[CH:38][CH:39]=[CH:40][CH:41]=1. Procedure: Tetrahydrofuran (35 ml,dry) was added to a mixture of 2,2-bis-trifluoromethyl 2-hydroxyacetic acid (1.08 g, 5.1 mmol) and 1,1'-carbonyldiimidazole (0.83 g, 5.1 mmol), while under a nitrogen atmosphere. There was an immediate evolution of carbon dioxide. The reaction was refluxed for 0.5 hrs and cooled to 23° C. The reaction was treated with 4-aminobenzophenone (1.0 g,5.1 mmol), stirred at 23° C. for 1.5 hrs, and then at reflux 18 hrs. The reaction was evaporated to a yellow oil-solid mixture. Th...